From a dataset of the Open Reaction Database (ORD), a public repository of structured organic reaction records. describe an organic reaction: reactants, conditions, products, and yield The reactants are O[C@H]1[C@@](CC2=CC=CC=C12)(C=1CC2=CC=CC=C2C1)CC1=CC=C(C(=O)N(C)C)C=C1 (4-{[(1′S,2′S)-1′-hydroxy-1′,3′-dihydro-1H,2′H-2,2′-biinden-2′-yl]methyl}-N,N-dimethylbenzamide), C1CCC(CC1)N=C=NC2CCCCC2 (DCC), C(=O)(OCC1C2=CC=CC=C2C2=CC=CC=C12)N[C@@H](CC(C)C)C(=O)O (Fmoc leucine). Reagents/catalysts: CN(C)C=1C=CN=CC1 (DMAP). Run in C(C)(=O)OCC (ethyl acetate). Run at time 12 hour. Yields the product N[C@@H](CC(C)C)C(=O)O[C@H]1[C@@](CC2=CC=CC=C12)(C=1CC2=CC=CC=C2C1)CC1=CC=C(C=C1)C(N(C)C)=O ((1S,2S)-2-[4-(dimethylcarbamoyl)benzyl]-2,3-dihydro-1H,1′H-2,2′-biinden-1-yl L-leucinate). Isolated yield 35.9%. Reaction SMILES: [OH:1][C@@H:2]1[C:10]2[C:5](=[CH:6][CH:7]=[CH:8][CH:9]=2)[CH2:4][C@@:3]1([CH2:20][C:21]1[CH:31]=[CH:30][C:24]([C:25]([N:27]([CH3:29])[CH3:28])=[O:26])=[CH:23][CH:22]=1)[C:11]1[CH2:12][C:13]2[C:18]([CH:19]=1)=[CH:17][CH:16]=[CH:15][CH:14]=2.C1CCC(N=C=NC2CCCCC2)CC1.C([NH:64][C@H:65]([C:70](O)=[O:71])[CH2:66][CH:67]([CH3:69])[CH3:68])(OCC1C2C(=CC=CC=2)C2C1=CC=CC=2)=O>CN(C1C=CN=CC=1)C.C(OCC)(=O)C>[NH2:64][C@H:65]([C:70]([O:1][C@@H:2]1[C:10]2[C:5](=[CH:6][CH:7]=[CH:8][CH:9]=2)[CH2:4][C@@:3]1([CH2:20][C:21]1[CH:31]=[CH:30][C:24]([C:25](=[O:26])[N:27]([CH3:28])[CH3:29])=[CH:23][CH:22]=1)[C:11]1[CH2:12][C:13]2[C:18]([CH:19]=1)=[CH:17][CH:16]=[CH:15][CH:14]=2)=[O:71])[CH2:66][CH:67]([CH3:69])[CH3:68]. Procedure: To a solution of 4-{[(1′S,2′S)-1′-hydroxy-1′,3′-dihydro-1H,2′H-2,2′-biinden-2′-yl]methyl}-N,N-dimethylbenzamide (23, 100 mg, 0.24 mmol), DCC (56 mg, 0.28 mmol) and DMAP (3 mg, 0.024 mmol) in ethyl acetate (5 mL), was added Fmoc leucine (84 mg, 0.24 mmol) and then stirred at room temperature for 12 h. The solids were filtered, washed with ethyl acetate (25 ml) and the combined filtrate was washed with 1.5 N HCl (25 mL), water (25 mL), brine (10 mL), dried over anhydrous Na2SO4. The organic layer ...